Dataset: the Open Reaction Database (ORD), a public repository of structured organic reaction records. Task: describe an organic reaction: reactants, conditions, products, and yield The reactants are O=C([O-])[O-], CC(C)=O, CCOC(=O)CCl, Cl, [I-], [K+], [K+], [K+], O, Oc1ccc(-n2nc3ccccc3n2)c(O)c1. Yields the product CCOC(=O)COc1ccc(-n2nc3ccccc3n2)c(O)c1. Reaction SMILES: [C:25](=[O:26])([O-:27])[O-:28].[CH3:35][C:36](=[O:37])[CH3:38].[Cl:18][CH2:19][C:20](=[O:21])[O:22][CH2:23][CH3:24].[ClH:33].[I-:32].[K+:29].[K+:30].[K+:31].[OH2:34].[OH:1][c:2]1[c:3](-[n:9]2[n:10][c:11]3[c:12]([n:13]2)[cH:14][cH:15][cH:16][cH:17]3)[cH:4][cH:5][c:6]([OH:8])[cH:7]1>>[OH:1][c:2]1[c:3](-[n:9]2[n:10][c:11]3[c:12]([n:13]2)[cH:14][cH:15][cH:16][cH:17]3)[cH:4][cH:5][c:6]([O:8][CH2:19][C:20](=[O:21])[O:22][CH2:23][CH3:24])[cH:7]1. Reactants: FC(C1=C(C(=C(C(=N1)C(F)(F)F)C(=O)OCC)Br)C(=O)OCC)F (Diethyl 6-(difluoromethYl)-4-bromo-2-(trifluoromethyl)-3,5-pyridinedicarboxylate), C(C)OCC (diethyl ether), 60of, [H-].[Na+] (NaH), C(C)(C)(C)S (t-butylmercaptan). Solvent: C1CCOC1 (THF). Run at temperature 50 celsius, time 3 hour. Product: C(C)(C)(C)SC1=C(C(=NC(=C1C(=O)OCC)C(F)F)C(F)(F)F)C(=O)OCC (Diethyl 4-(t-butylthio)-6-(difluoromethyl)-2-(trifluoromethyl)-3,5-pyridinedicarboxylate). Yield: 98.5%. Reaction SMILES: [H-].[Na+].[C:3]([SH:7])([CH3:6])([CH3:5])[CH3:4].[F:8][CH:9]([F:31])[C:10]1[N:15]=[C:14]([C:16]([F:19])([F:18])[F:17])[C:13]([C:20]([O:22][CH2:23][CH3:24])=[O:21])=[C:12](Br)[C:11]=1[C:26]([O:28][CH2:29][CH3:30])=[O:27].C(OCC)C>C1COCC1>[C:3]([S:7][C:12]1[C:11]([C:26]([O:28][CH2:29][CH3:30])=[O:27])=[C:10]([CH:9]([F:31])[F:8])[N:15]=[C:14]([C:16]([F:19])([F:17])[F:18])[C:13]=1[C:20]([O:22][CH2:23][CH3:24])=[O:21])([CH3:6])([CH3:5])[CH3:4] |f:0.1|. Reported procedure: A mixture of 0.44 g (0.011 mol) of 60of NaH in mineal oil dispersion was washed twice with 10 ml portions of dry THF. To the resulting oil free NaH was added 30 ml of dry THF followed by 1.08 g (1.4 ml, 0.012 mol) of t-butylmercaptan. The resulting mixture was heated up to 50° C. for 20 minutes and a white precipitate was formed. This suspension was added dropwise at room temperture to a solution of 4.20 g (0.01 mol) of product of Example 106 in 40 ml of dry THF. The reaction temperature rose to... Reactants: CCOCC, COC(=O)C(CCSC)NC(=O)c1ccc(C(=O)C(Cc2c[nH]cn2)N(C(=O)OC(C)(C)C)C(=O)OC(C)(C)C)cc1-c1ccccc1, Cl, C1COCCO1. The product is COC(=O)C(CCSC)NC(=O)c1ccc(C(=O)C(N)Cc2c[nH]cn2)cc1-c1ccccc1. RXN SMILES: [CH2:49]([O:50][CH2:51][CH3:52])[CH3:53].[CH3:1][O:2][C:3]([CH:4]([NH:5][C:6]([c:7]1[c:8](-[c:37]2[cH:38][cH:39][cH:40][cH:41][cH:42]2)[cH:9][c:10]([C:13]([CH:14]([N:15]([C:16]([O:17][C:18]([CH3:19])([CH3:20])[CH3:21])=[O:22])[C:23]([O:24][C:25]([CH3:26])([CH3:27])[CH3:28])=[O:29])[CH2:30][c:31]2[cH:32][nH:33][cH:34][n:35]2)=[O:36])[cH:11][cH:12]1)=[O:43])[CH2:44][CH2:45][S:46][CH3:47])=[O:48].[ClH:54].[O:55]1[CH2:56][CH2:57][O:58][CH2:59][CH2:60]1>>[CH3:1][O:2][C:3]([CH:4]([NH:5][C:6]([c:7]1[c:8](-[c:37]2[cH:38][cH:39][cH:40][cH:41][cH:42]2)[cH:9][c:10]([C:13]([CH:14]([NH2:15])[CH2:30][c:31]2[cH:32][nH:33][cH:34][n:35]2)=[O:36])[cH:11][cH:12]1)=[O:43])[CH2:44][CH2:45][S:46][CH3:47])=[O:48]. The reactants are C, NC(=O)CCC(NC(=O)c1ccc(O)cc1O)C(=O)N1CCN(Cc2ccccc2)CC1, Cl, [Pd]. Yields the product Cl, NC(=O)CCC(NC(=O)c1ccc(O)cc1O)C(=O)N1CCNCC1. As a reaction SMILES: [C:34].[CH2:2]([c:3]1[cH:4][cH:5][cH:6][cH:7][cH:8]1)[N:9]1[CH2:10][CH2:11][N:12]([C:15]([CH:16]([NH:17][C:18]([c:19]2[c:20]([OH:26])[cH:21][c:22]([OH:25])[cH:23][cH:24]2)=[O:27])[CH2:28][CH2:29][C:30]([NH2:31])=[O:32])=[O:33])[CH2:13][CH2:14]1.[ClH:1].[Pd:35]>>[ClH:1].[NH:9]1[CH2:10][CH2:11][N:12]([C:15]([CH:16]([NH:17][C:18]([c:19]2[c:20]([OH:26])[cH:21][c:22]([OH:25])[cH:23][cH:24]2)=[O:27])[CH2:28][CH2:29][C:30]([NH2:31])=[O:32])=[O:33])[CH2:13][CH2:14]1.